This data is from the Open Reaction Database (ORD), a public repository of structured organic reaction records. The task is: describe an organic reaction: reactants, conditions, products, and yield Starting materials: C[O-].[Na+] (sodium methylate), diethyl ortho-nitrobenzyl phosphonate, [N+](=O)([O-])C1=C(C=O)C=CC(=C1)C (2-nitro-4-methylbenzaldehyde). Run in C(C)O (ethanol), C(C)O (ethanol). Run at time 8 hour. Yields the product [N+](=O)([O-])C1=C(C=CC(=C1)C)\C=C\C1=C(C=CC=C1)[N+](=O)[O-] (trans-2,2'-dinitro-4-methylstilbene). Isolated yield 85.0%. RXN SMILES: C[O-].[Na+].[N+:4]([C:7]1[CH:14]=[C:13]([CH3:15])[CH:12]=[CH:11][C:8]=1[CH:9]=O)([O-:6])=[O:5]>C(O)C>[N+:4]([C:7]1[CH:14]=[C:13]([CH3:15])[CH:12]=[CH:11][C:8]=1/[CH:9]=[CH:9]/[C:8]1[CH:11]=[CH:12][CH:13]=[CH:14][C:7]=1[N+:4]([O-:6])=[O:5])([O-:6])=[O:5] |f:0.1|. Reported procedure: To a solution of 1.4 g. of sodium methylate in 40 ml. of ethanol was added 6.8 g. of diethyl ortho-nitrobenzyl phosphonate. While stirring the solution at ambient temperature, a solution of 4.1 g. of 2-nitro-4-methylbenzaldehyde in 40 ml. of ethanol was dropwise added. After being stirred for 1.5 hours and allowed to stand overnight, the yellow crystals formed were filtered and washed with a small amount of ethanol to give 6.0 g. (85% yield) of trans-2,2'-dinitro-4-methylstilbene. This compound ... Starting materials: C(C)N(C1=C(C=C(C(=C1)OC)OC)[C@H]1CC=2C=CC(=CC2CC1)OC(C(C)(C)C)=O)C(C1=CC=C(C=C1)O)=O (pivalic acid (R)-6-{2-[ethyl(4-hydroxybenzoyl)amino]-4,5-dimethoxyphenyl}-5,6,7,8-tetrahydronaphthalen-2-yl ester), ClCC(=O)N(C)CCOCC (2-chloro-N-(2-ethoxyethyl)-N-methylacetamide). Yields the product C(C)OCCN(CCOC1=CC=C(CCCNC2=C(C=C(C(=C2)OC)OC)[C@H]2CC=3C=CC(=CC3CC2)O)C=C1)C ((R)-6-{2-{{4-{2-[(2-Ethoxyethyl)methylamino]ethoxy}benzyl}ethylamino}-4,5-dimethoxyphenyl}-5,6,7,8-tetrahydronaphthalen-2-ol). Yield: 27.2%. As a reaction SMILES: [CH2:1]([N:3](C(=O)C1C=CC(O)=CC=1)[C:4]1[CH:9]=[C:8]([O:10][CH3:11])[C:7]([O:12][CH3:13])=[CH:6][C:5]=1[C@@H:14]1[CH2:23][CH2:22][C:21]2[CH:20]=[C:19]([O:24]C(=O)C(C)(C)C)[CH:18]=[CH:17][C:16]=2[CH2:15]1)[CH3:2].Cl[CH2:41][C:42]([N:44]([CH2:46][CH2:47][O:48][CH2:49][CH3:50])[CH3:45])=O>>[CH2:8]([O:10][CH2:41][CH2:42][N:44]([CH3:45])[CH2:46][CH2:47][O:48][C:49]1[CH:50]=[CH:6][C:5]([CH2:14][CH2:2][CH2:1][NH:3][C:4]2[CH:9]=[C:8]([O:10][CH3:11])[C:7]([O:12][CH3:13])=[CH:6][C:5]=2[C@@H:14]2[CH2:23][CH2:22][C:21]3[CH:20]=[C:19]([OH:24])[CH:18]=[CH:17][C:16]=3[CH2:15]2)=[CH:4][CH:9]=1)[CH3:7]. Reported procedure: Synthesized from pivalic acid (R)-6-{2-[ethyl(4-hydroxybenzoyl)amino]-4,5-dimethoxyphenyl}-5,6,7,8-tetrahydronaphthalen-2-yl ester (16 mg) and 2-chloro-N-(2-ethoxyethyl)-N-methylacetamide (9.8 mg) according to an analogous synthetic method to Example 404 and purified by LC-MS, the title compound (2.3 mg) was obtained. Reactants: BrC=1C(=CC(=NC1)N)OC1=C(C=CC=C1F)F (5-bromo-4-(2,6-difluorophenoxy)pyridin-2-amine), ClN1C(CCC1=O)=O (N-chlorosuccinimide). Solvent: C(C)#N (acetonitrile). Run at time 1 hour. The product is BrC=1C(=C(C(=NC1)N)Cl)OC1=C(C=CC=C1F)F (5-bromo-3-chloro-4-(2,6-difluorophenoxy)pyridin-2-amine). As a reaction SMILES: [Br:1][C:2]1[C:3]([O:9][C:10]2[C:15]([F:16])=[CH:14][CH:13]=[CH:12][C:11]=2[F:17])=[CH:4][C:5]([NH2:8])=[N:6][CH:7]=1.[Cl:18]N1C(=O)CCC1=O>C(#N)C>[Br:1][C:2]1[C:3]([O:9][C:10]2[C:15]([F:16])=[CH:14][CH:13]=[CH:12][C:11]=2[F:17])=[C:4]([Cl:18])[C:5]([NH2:8])=[N:6][CH:7]=1. Procedure details: A mixture of 5-bromo-4-(2,6-difluorophenoxy)pyridin-2-amine (301 mg, 1.0 mmol) and N-chlorosuccinimide (1.1 mmols) in acetonitrile (50 mL) is stirred at room temperature for one hour then heated at reflux for 24 hours. The reaction mixture is cooled and concentrated. The residue is purified via column chromatography to afford 5-bromo-3-chloro-4-(2,6-difluorophenoxy)pyridin-2-amine.